From a dataset of the Open Reaction Database (ORD), a public repository of structured organic reaction records. describe an organic reaction: reactants, conditions, products, and yield Reactants: FCC(CC(=O)C1=CC=C(C=C1)SC)=O (4-fluoro-1-[4-(methylthio)phenyl]butan-1,3-dione), Cl.FC1=CC=C(C=C1)NN (4-fluorophenylhydrazine hydrochloride). The solvent is C(C)(=O)O (acetic acid). The product is ClCC1=NN(C(=C1)C1=CC=C(C=C1)SC)C1=CC=C(C=C1)F (3-(chloromethyl)-1-(4-fluorophenyl) -5-[4-(methylthio)phenyl]pyrazole). The yield is 44.2%. As a reaction SMILES: F[CH2:2][C:3](=O)[CH2:4][C:5]([C:7]1[CH:12]=[CH:11][C:10]([S:13][CH3:14])=[CH:9][CH:8]=1)=O.[ClH:16].[F:17][C:18]1[CH:23]=[CH:22][C:21]([NH:24][NH2:25])=[CH:20][CH:19]=1>C(O)(=O)C>[Cl:16][CH2:2][C:3]1[CH:4]=[C:5]([C:7]2[CH:12]=[CH:11][C:10]([S:13][CH3:14])=[CH:9][CH:8]=2)[N:24]([C:21]2[CH:22]=[CH:23][C:18]([F:17])=[CH:19][CH:20]=2)[N:25]=1 |f:1.2|. Reported procedure: A mixture of 4-fluoro-1-[4-(methylthio)phenyl]butan-1,3-dione (2 g) and 4-fluorophenylhydrazine hydrochloride (1.6 g) in acetic acid (10 ml) was refluxed for 5 hours. The solvent was evaporated and the residue was dissolved in ethyl acetate. The resulting solution was washed with an aqueous solution of sodium bicarbonate, dried, and concentrated in vacuo. The residue (3 g) was purified by column chromatography on silica gel eluting with chloroform. An oil of 3-(chloromethyl)-1-(4-fluorophenyl) -... The reactants are O1CCC2=C1C=CC(=C2)C2=NN=C(O2)S (5-(2,3-dihydro-1-benzofuran-5-yl)-1,3,4-oxadiazole-2-thiol), COC1=CC=C(CCl)C=C1 (4-methoxybenzyl chloride). Product: O1CCC2=C1C=CC(=C2)C=2OC(=NN2)SCC2=CC=C(C=C2)OC (2-(2,3-dihydro-1-benzofuran-5-yl)-5-[(4-methoxybenzyl)thio]-1,3,4-oxadiazole). The yield is 56.0%. Reaction SMILES: [O:1]1[C:5]2[CH:6]=[CH:7][C:8]([C:10]3[O:14][C:13]([SH:15])=[N:12][N:11]=3)=[CH:9][C:4]=2[CH2:3][CH2:2]1.[CH3:16][O:17][C:18]1[CH:25]=[CH:24][C:21]([CH2:22]Cl)=[CH:20][CH:19]=1>>[O:1]1[C:5]2[CH:6]=[CH:7][C:8]([C:10]3[O:14][C:13]([S:15][CH2:22][C:21]4[CH:24]=[CH:25][C:18]([O:17][CH3:16])=[CH:19][CH:20]=4)=[N:12][N:11]=3)=[CH:9][C:4]=2[CH2:3][CH2:2]1. Procedure: In the same manner as in Example 1 and using 5-(2,3-dihydro-1-benzofuran-5-yl)-1,3,4-oxadiazole-2-thiol instead of 5-(benzothiazol-6-yl)-1,3,4-oxadiazole-2-thiol and 4-methoxybenzyl chloride instead of 3-(trifluoromethyl)benzyl chloride, the title compound (yield 56%) was obtained as colorless crystals. Starting materials: [Br-].[Br-].[Br-].[NH+]1=CC=CC=C1.[NH+]1=CC=CC=C1.[NH+]1=CC=CC=C1 (pyridinium tribromide), C(C)(=O)C1=NC=C(C#N)C=C1 (6-acetyl-nicotinonitrile). Solvent: C1CCOC1 (THF). Yields the product BrCC(=O)C1=NC=C(C#N)C=C1 (6-(2-Bromo-acetyl)-nicotinonitrile). The yield is 80.5%. RXN SMILES: [Br-:1].[Br-].[Br-].[NH+]1C=CC=CC=1.[NH+]1C=CC=CC=1.[NH+]1C=CC=CC=1.[C:22]([C:25]1[CH:32]=[CH:31][C:28]([C:29]#[N:30])=[CH:27][N:26]=1)(=[O:24])[CH3:23]>C1COCC1>[Br:1][CH2:23][C:22]([C:25]1[CH:32]=[CH:31][C:28]([C:29]#[N:30])=[CH:27][N:26]=1)=[O:24] |f:0.1.2.3.4.5|. Reported procedure: Add pyridinium tribromide (9.2 g, 28.7 mmol) to a solution of 6-acetyl-nicotinonitrile (4.2 g, 28.7 mmol) in THF (200 mL) at room temperature. Filter off the solids and wash with minimal THF. Recrystallize the solid from EtOAc/hexane to obtain the desired intermediate as a light orange solid (5.2 g, 80%) that was used without further purification. MS (ES−) m/z: 223 (M−H)−.